From a dataset of the Open Reaction Database (ORD), a public repository of structured organic reaction records. describe an organic reaction: reactants, conditions, products, and yield The reactants are BrC1=CC=C(C=C1)O (4-bromophenol), F[B-](F)(F)F.F[N+]1=C(C=CC=C1C(Cl)(Cl)Cl)Cl (N-fluoro-2-chloro-6-(trichloromethyl)pyridinium fluoroborate). The solvent is ClC(CCl)Cl (1,1,2-trichloroethane). Reaction conditions: temperature 45 celsius. The product is FC1=C(C=CC(=C1)Br)O (2-Fluoro-4-bromophenol). Reaction SMILES: [Br:1][C:2]1[CH:7]=[CH:6][C:5]([OH:8])=[CH:4][CH:3]=1.[F:9][B-](F)(F)F.F[N+]1C(C(Cl)(Cl)Cl)=CC=CC=1Cl>ClC(Cl)CCl>[F:9][C:6]1[CH:7]=[C:2]([Br:1])[CH:3]=[CH:4][C:5]=1[OH:8] |f:1.2|. Procedure: A mixture of 0.86 g of 4-bromophenol, 1.67 g of N-fluoro-2-chloro-6-(trichloromethyl)pyridinium fluoroborate, and 40 ml of 1,1,2-trichloroethane was placed in a 100 ml 3-necked round bottomed flask equipped with a magnetic stirring bar, a thermometer, and a reflux condenser. The mixture was heated to 45° C. and allowed to react at that temperature for 23 hours under nitrogen. The mixture was then allowed to cool. Analysis by standardized gas-liquid chromatography using a mass spectrometer detect... Reactants: O=C([O-])O, O=[N+]([O-])c1cc(Br)cnc1Nc1ccc(OCc2ccccc2)cc1, CCO, [Na+], O, O, Cl[Sn]Cl. The product is Nc1cc(Br)cnc1Nc1ccc(OCc2ccccc2)cc1. Reaction SMILES: [C:31](=[O:32])([OH:33])[O-:34].[CH2:1]([c:2]1[cH:3][cH:4][cH:5][cH:6][cH:7]1)[O:8][c:9]1[cH:10][cH:11][c:12]([NH:15][c:16]2[n:17][cH:18][c:19]([Br:25])[cH:20][c:21]2[N+:22]([O-:23])=[O:24])[cH:13][cH:14]1.[CH3:36][CH2:37][OH:38].[Na+:35].[OH2:26].[OH2:27].[Sn:28]([Cl:29])[Cl:30]>>[CH2:1]([c:2]1[cH:3][cH:4][cH:5][cH:6][cH:7]1)[O:8][c:9]1[cH:10][cH:11][c:12]([NH:15][c:16]2[n:17][cH:18][c:19]([Br:25])[cH:20][c:21]2[NH2:22])[cH:13][cH:14]1. The reactants are C(C)OC(=O)C1(CCNCC1)CCOC (4-(2-methoxy-ethyl)-piperidine-4-carboxylic acid ethyl ester), C(C)(C)(C)CC(=O)Cl (tert-butyl acetyl chloride), C1(CC1)C1=CC=C(N)C=C1 (4-cyclopropyl-aniline). The product is C1(CC1)C1=CC=C(C=C1)N1C(C2(CC1)CCN(CC2)C(CC(C)(C)C)=O)=O (2-(4-Cyclopropyl-phenyl)-8-(3,3-dimethyl-butyryl)-2,8-diaza-spiro[4.5]decan-1-one). RXN SMILES: C(O[C:4]([C:6]1([CH2:12][CH2:13]OC)[CH2:11][CH2:10][NH:9][CH2:8][CH2:7]1)=[O:5])C.[C:16]([CH2:20][C:21](Cl)=[O:22])([CH3:19])([CH3:18])[CH3:17].[CH:24]1([C:27]2[CH:33]=[CH:32][C:30]([NH2:31])=[CH:29][CH:28]=2)[CH2:26][CH2:25]1>>[CH:24]1([C:27]2[CH:33]=[CH:32][C:30]([N:31]3[CH2:13][CH2:12][C:6]4([CH2:7][CH2:8][N:9]([C:21](=[O:22])[CH2:20][C:16]([CH3:19])([CH3:18])[CH3:17])[CH2:10][CH2:11]4)[C:4]3=[O:5])=[CH:29][CH:28]=2)[CH2:26][CH2:25]1. Procedure: Light yellow solid. MS (ESI): 369.25 (MH+). This example was prepared in analogy to example 7 step A) to B) from 4-(2-methoxy-ethyl)-piperidine-4-carboxylic acid ethyl ester (example 1 step B)), tert-butyl acetyl chloride and 4-cyclopropyl-aniline.